The task is: describe an organic reaction: reactants, conditions, products, and yield. This data is from the Open Reaction Database (ORD), a public repository of structured organic reaction records. The reactants are resultant mixture, CSC1=NN=C(O1)C(=O)Cl (5-methylthio-1,3,4-oxadiazole-2-carbonyl chloride), NC1=NC(=NC2=CC(=C(C=C12)OC)OC)N1CCNCC1 (4-amino-6,7-dimethoxy-2-(1-piperazinyl)quinazoline). Solvent: O1CCOCC1 (dioxane), O1CCOCC1 (dioxane). Product: Cl.NC1=NC(=NC2=CC(=C(C=C12)OC)OC)N1CCN(CC1)C(=O)C=1OC(=NN1)SC (4-Amino-6,7-dimethoxy-2-[4-(5-methylthio-1,3,4-oxadiazole-2-carbonyl)-piperazin-1-yl]-quinazoline hydrochloride). Yield: 99.2%. Reaction SMILES: [CH3:1][S:2][C:3]1[O:7][C:6]([C:8]([Cl:10])=[O:9])=[N:5][N:4]=1.[NH2:11][C:12]1[C:21]2[C:16](=[CH:17][C:18]([O:24][CH3:25])=[C:19]([O:22][CH3:23])[CH:20]=2)[N:15]=[C:14]([N:26]2[CH2:31][CH2:30][NH:29][CH2:28][CH2:27]2)[N:13]=1>O1CCOCC1>[ClH:10].[NH2:11][C:12]1[C:21]2[C:16](=[CH:17][C:18]([O:24][CH3:25])=[C:19]([O:22][CH3:23])[CH:20]=2)[N:15]=[C:14]([N:26]2[CH2:31][CH2:30][N:29]([C:8]([C:6]3[O:7][C:3]([S:2][CH3:1])=[N:4][N:5]=3)=[O:9])[CH2:28][CH2:27]2)[N:13]=1 |f:3.4|. Reported procedure: A solution of 5-methylthio-1,3,4-oxadiazole-2-carbonyl chloride (0.601 g., 3.36 mmole) in dioxane (10 ml.) was added to a solution of 4-amino-6,7-dimethoxy-2-(1-piperazinyl)quinazoline (0.972 g., 3.36 mmole) in dioxane (100 ml.). The resultant mixture was stirred at room temperature for 65 hours, then was heated at reflux for 30 minutes. Filtration gave the title compound (1.56 g.). Recrystallization from methanol gave a product having a M.P. of 280°-285° C. with decomposition.